Dataset: the Open Reaction Database (ORD), a public repository of structured organic reaction records. Task: describe an organic reaction: reactants, conditions, products, and yield Product: COC(=O)c1cccc(Cl)c1N. Reactants: COC(=O)c1cccc(Cl)c1NC(C)=O, CO. RXN SMILES: [C:1](=[O:2])([O:3][CH3:4])[c:5]1[c:6]([NH:12][C:13](=[O:14])[CH3:15])[c:7]([Cl:11])[cH:8][cH:9][cH:10]1.[CH3:16][OH:17]>>[C:1](=[O:2])([O:3][CH3:4])[c:5]1[c:6]([NH2:12])[c:7]([Cl:11])[cH:8][cH:9][cH:10]1. The reactants are ClC(Cl)(Cl)Cl, COCCc1ccc(-c2ccccc2)cc1, CC(=O)O, [O-][I+2]([O-])O, I, [Na+], [Na+], O, O=S(=O)(O)O, O=S([O-])([O-])=S. Product: COCCc1ccc(-c2ccc(I)cc2)cc1. Reaction SMILES: [C:34]([Cl:35])([Cl:36])([Cl:37])[Cl:38].[CH3:1][O:2][CH2:3][CH2:4][c:5]1[cH:6][cH:7][c:8](-[c:11]2[cH:12][cH:13][cH:14][cH:15][cH:16]2)[cH:9][cH:10]1.[CH3:40][C:41](=[O:42])[OH:43].[I+2:17]([OH:18])([O-:19])[O-:20].[I:21].[Na+:32].[Na+:33].[OH2:39].[S:22](=[O:23])(=[O:24])([OH:25])[OH:26].[S:27]([O-:28])([O-:29])(=[O:30])=[S:31]>>[CH3:1][O:2][CH2:3][CH2:4][c:5]1[cH:6][cH:7][c:8](-[c:11]2[cH:12][cH:13][c:14]([I:17])[cH:15][cH:16]2)[cH:9][cH:10]1.